This data is from the Open Reaction Database (ORD), a public repository of structured organic reaction records. The task is: describe an organic reaction: reactants, conditions, products, and yield The reactants are C(C)(=O)O[C@H]1[C@@H](O[C@@H]([C@H]([C@@H]1OC(C)=O)OC(C)=O)COC(C)=O)OC1=NNC(=C1CC1=C(C=C(C=C1)CCNC(=O)OCC1=CC=CC=C1)C)C(C)C (3-(2,3,4,6-Tetra-O-acetyl-β-D-glucopyranosyloxy)-4-({4-[2-(benzyloxycarbonylamino)ethyl]-2-methylphenyl}-methyl)-5-isopropyl-1H-pyrazole). Reagents/catalysts: [C].[Pd] (palladium-carbon). Run in O1CCCC1 (tetrahydrofuran). Conditions: time 6 hour. Product: C(C)(=O)O[C@H]1[C@@H](O[C@@H]([C@H]([C@@H]1OC(C)=O)OC(C)=O)COC(C)=O)OC1=NNC(=C1CC1=C(C=C(C=C1)CCN)C)C(C)C (3-(2,3,4,6-tetra-O-acetyl-β-D-glucopyranosyloxy)-4-{[4-(2-aminoethyl)-2-methylphenyl]methyl}-5-isopropyl-1H-pyrazole). The yield is 97.8%. As a reaction SMILES: [C:1]([O:4][C@@H:5]1[C@@H:10]([O:11][C:12](=[O:14])[CH3:13])[C@H:9]([O:15][C:16](=[O:18])[CH3:17])[C@@H:8]([CH2:19][O:20][C:21](=[O:23])[CH3:22])[O:7][C@H:6]1[O:24][C:25]1[C:29]([CH2:30][C:31]2[CH:36]=[CH:35][C:34]([CH2:37][CH2:38][NH:39]C(OCC3C=CC=CC=3)=O)=[CH:33][C:32]=2[CH3:50])=[C:28]([CH:51]([CH3:53])[CH3:52])[NH:27][N:26]=1)(=[O:3])[CH3:2]>O1CCCC1.[C].[Pd]>[C:1]([O:4][C@@H:5]1[C@@H:10]([O:11][C:12](=[O:14])[CH3:13])[C@H:9]([O:15][C:16](=[O:18])[CH3:17])[C@@H:8]([CH2:19][O:20][C:21](=[O:23])[CH3:22])[O:7][C@H:6]1[O:24][C:25]1[C:29]([CH2:30][C:31]2[CH:36]=[CH:35][C:34]([CH2:37][CH2:38][NH2:39])=[CH:33][C:32]=2[CH3:50])=[C:28]([CH:51]([CH3:53])[CH3:52])[NH:27][N:26]=1)(=[O:3])[CH3:2] |f:2.3|. Procedure: 3-(2,3,4,6-Tetra-O-acetyl-β-D-glucopyranosyloxy)-4-({4-[2-(benzyloxycarbonylamino)ethyl]-2-methylphenyl}-methyl)-5-isopropyl-1H-pyrazole (0.3 g) was dissolved in tetrahydrofuran (2 mL). To the solution was added 10% palladium-carbon powder (20 mg), and the mixture was stirred at room temperature under a hydrogen atmosphere for 6 hours. The insoluble material was removed by filtration, and the filtrate was concentrated under reduced pressure to give 3-(2,3,4,6-tetra-O-acetyl-β-D-glucopyranosyloxy...